This data is from the Open Reaction Database (ORD), a public repository of structured organic reaction records. The task is: describe an organic reaction: reactants, conditions, products, and yield Starting materials: C1=CC(=CC(=C1)Cl)C(=O)OO (mCPBA), C(C)S(=O)(=O)C1=C(C#N)C=C(C=C1)[N+](=O)[O-] (2-(Ethylsulfonyl)-5-nitrobenzonitrile), FC1=C(C#N)C=C(C=C1)[N+](=O)[O-] (2-fluoro-5-nitrobenzonitrile), CC(C)S (isopropylthiol). The product is C(C)(C)S(=O)(=O)C1=C(C#N)C=C(C=C1)[N+](=O)[O-] (2-(Isopropylsulfonyl)-5-nitrobenzonitrile). Isolated yield 91.0%. RXN SMILES: [CH2:1]([S:3]([C:6]1[CH:13]=[CH:12][C:11]([N+:14]([O-:16])=[O:15])=[CH:10][C:7]=1[C:8]#[N:9])(=[O:5])=[O:4])[CH3:2].F[C:18]1C=CC([N+]([O-])=O)=CC=1C#N.CC(S)C.C1C=C(Cl)C=C(C(OO)=O)C=1>>[CH:1]([S:3]([C:6]1[CH:13]=[CH:12][C:11]([N+:14]([O-:16])=[O:15])=[CH:10][C:7]=1[C:8]#[N:9])(=[O:4])=[O:5])([CH3:18])[CH3:2]. Procedure: Using a procedure analogous to that used to prepare 6A, 2-fluoro-5-nitrobenzonitrile (2.50 g, 15.6 mmol) was reacted with isopropylthiol and oxidized with mCPBA to afford 9A (3.04 g, 91%) as a white solid. 1H NMR (400 MHz, CDCl3) δ 1.40 (d, J=7.03 Hz, 6 H), 3.55-3.76 (m, 1 H), 8.38 (d, J=8.35 Hz, 1 H), 8.63 (dd, J=8.79, 2.20 Hz, 1 H), 8.74 (d, J=2.64 Hz, 1 H). Reactants: O (Water), [H-].[Na+] (Sodium hydride), C(C)(C)(C)OC(=O)N1CCN(CC1)C=1C=CC=C2C(=CNC12)S(=O)(=O)C1=CC=CC=C1 (4-(3-benzenesulfonyl-1H-indol-7-yl)-piperazine-1-carboxylic acid tert-butyl ester), CI (methyl iodide). The solvent is CN(C)C=O (DMF). Conditions: time 15 minute. Yields the product C(C)(C)(C)OC(=O)N1CCN(CC1)C=1C=CC=C2C(=CN(C12)C)S(=O)(=O)C1=CC=CC=C1 (4-(3-benzenesulfonyl-1-methyl-1H-indol-7-yl)-piperazine-1-carboxylic acid tert-butyl ester). The yield is 85.9%. RXN SMILES: [H-].[Na+].[C:3]([O:7][C:8]([N:10]1[CH2:15][CH2:14][N:13]([C:16]2[CH:17]=[CH:18][CH:19]=[C:20]3[C:24]=2[NH:23][CH:22]=[C:21]3[S:25]([C:28]2[CH:33]=[CH:32][CH:31]=[CH:30][CH:29]=2)(=[O:27])=[O:26])[CH2:12][CH2:11]1)=[O:9])([CH3:6])([CH3:5])[CH3:4].[CH3:34]I.O>CN(C=O)C>[C:3]([O:7][C:8]([N:10]1[CH2:15][CH2:14][N:13]([C:16]2[CH:17]=[CH:18][CH:19]=[C:20]3[C:24]=2[N:23]([CH3:34])[CH:22]=[C:21]3[S:25]([C:28]2[CH:33]=[CH:32][CH:31]=[CH:30][CH:29]=2)(=[O:26])=[O:27])[CH2:12][CH2:11]1)=[O:9])([CH3:6])([CH3:4])[CH3:5] |f:0.1|. Procedure: Sodium hydride (0.12 g of 60% dispersion in mineral oil, 3 mmol) was added to a solution of 4-(3-benzenesulfonyl-1H-indol-7-yl)-piperazine-1-carboxylic acid tert-butyl ester (1 g, 2.3 mmol) in 20 mL of DMF with ice cooling. After stirring 15 min at room temperature the mixture was treated with methyl iodide (0.17 mL, 3 mmol). Water was added and the mixture was extracted with ethyl acetate. The extract was washed with water and brine, dried (sodium sulfate) and evaporated. Silica gel chromatogra... The reactants are ClC(C(=O)NCC(=O)O)C (N-(β-chloropropanoyl)glycine), S(=O)(Cl)Cl (thionyl chloride), Cl.NC1=CC(=C(C(=C1O)Cl)C)Cl (6-amino-2,4-dichloro-3-methylphenol hydrochloride), N1=CC=CC=C1 (pyridine). Run in O (water), C(C)#N (acetonitrile). Product: ClC(C(=O)NCC(=O)NC1=CC(=C(C(=C1O)Cl)C)Cl)C (6-[α-(β-chloropropanamido)acetamido]-2,4-dichloro-3-methylphenol). Yield: 92.2%. Reaction SMILES: [Cl:1][CH:2]([CH3:10])[C:3]([NH:5][CH2:6][C:7]([OH:9])=O)=[O:4].Cl.[NH2:12][C:13]1[C:18]([OH:19])=[C:17]([Cl:20])[C:16]([CH3:21])=[C:15]([Cl:22])[CH:14]=1.N1C=CC=CC=1.S(Cl)(Cl)=O>O.C(#N)C>[Cl:1][CH:2]([CH3:10])[C:3]([NH:5][CH2:6][C:7]([NH:12][C:13]1[C:18]([OH:19])=[C:17]([Cl:20])[C:16]([CH3:21])=[C:15]([Cl:22])[CH:14]=1)=[O:9])=[O:4] |f:1.2|. Reported procedure: To a mixture composed of 158 g (0.96 mol) of N-(β-chloropropanoyl)glycine thus obtained and 92 g (0.4 mol) of 6-amino-2,4-dichloro-3-methylphenol hydrochloride were added 228 ml (2.88 mol) of pyridine and 2 liters of acetonitrile and stirred under cooling. To the solution was added dropwise 95.2 g (0.8 mol) of thionyl chloride. After the completion of the reaction, water was added to the reaction solution and the crystals thus deposited were collected by filtration and recrystallized from aceton... Reactants: [BH4-].[Na+] (sodium borohydride), F[C@@H]1[C@@H]2C=3C=CC(=CC3C[C@H]([C@H]2[C@@H]2CCC([C@@]2(C)C1)=O)CCCCCN(CCCCCCCCC)C)O (11β-fluoro-3-hydroxy-7α-{5-[methyl-nonyl-amino]pentyl}oestra-1,3,5(10)-trien-17-one), [Cl-].[Na+] (sodium chloride). Solvent: CO (methanol). Run at time 30 minute. Product: F[C@@H]1[C@@H]2C=3C=CC(=CC3C[C@H]([C@H]2[C@@H]2CC[C@@H]([C@@]2(C)C1)O)CCCCCN(CCCCCCCCC)C)O (11β-Fluoro-7α-{5-(methyl-nonyl-amino]pentyl}-oestra-1,3,5(10)-triene-3,17β-diol). As a reaction SMILES: [F:1][C@H:2]1[CH2:19][C@@:17]2([CH3:18])[C@@H:13]([CH2:14][CH2:15][C:16]2=[O:20])[C@H:12]2[C@H:3]1[C:4]1[CH:5]=[CH:6][C:7]([OH:37])=[CH:8][C:9]=1[CH2:10][C@H:11]2[CH2:21][CH2:22][CH2:23][CH2:24][CH2:25][N:26]([CH3:36])[CH2:27][CH2:28][CH2:29][CH2:30][CH2:31][CH2:32][CH2:33][CH2:34][CH3:35].[BH4-].[Na+].[Cl-].[Na+]>CO>[F:1][C@H:2]1[CH2:19][C@@:17]2([CH3:18])[C@@H:13]([CH2:14][CH2:15][C@@H:16]2[OH:20])[C@H:12]2[C@H:3]1[C:4]1[CH:5]=[CH:6][C:7]([OH:37])=[CH:8][C:9]=1[CH2:10][C@H:11]2[CH2:21][CH2:22][CH2:23][CH2:24][CH2:25][N:26]([CH3:36])[CH2:27][CH2:28][CH2:29][CH2:30][CH2:31][CH2:32][CH2:33][CH2:34][CH3:35] |f:1.2,3.4|. Reported procedure: 85 mg of 11β-fluoro-3-hydroxy-7α-{5-[methyl-nonyl-amino]pentyl}oestra-1,3,5(10)-trien-17-one are dissolved in 3 ml of methanol and treated with 25 mg of sodium borohydride. After stirring at room temperature for 30 minutes, the solvent is for the most part stripped off in vacuo, the residue is treated with sodium chloride solution, and the mixture is extracted 3 times with methylene chloride, dried over magnesium sulphate and concentrated in vacuo. Preparative thin-layer chromatography using met... The reactants are CCOc1ccc(CC(C(=O)OC)C(=O)OC)cc1CO, O=C=Nc1ccc(C(F)(F)F)cc1. Yields the product CCOc1ccc(CC(C(=O)OC)C(=O)OC)cc1COC(=O)Nc1ccc(C(F)(F)F)cc1. Reaction SMILES: [CH2:1]([CH3:2])[O:3][c:4]1[c:5]([CH2:20][OH:21])[cH:6][c:7]([CH2:8][CH:9]([C:10](=[O:11])[O:12][CH3:13])[C:14](=[O:15])[O:16][CH3:17])[cH:18][cH:19]1.[F:22][C:23]([c:24]1[cH:25][cH:26][c:27]([N:30]=[C:31]=[O:32])[cH:28][cH:29]1)([F:33])[F:34]>>[CH2:1]([CH3:2])[O:3][c:4]1[c:5]([CH2:20][O:21][C:31]([NH:30][c:27]2[cH:26][cH:25][c:24]([C:23]([F:22])([F:33])[F:34])[cH:29][cH:28]2)=[O:32])[cH:6][c:7]([CH2:8][CH:9]([C:10](=[O:11])[O:12][CH3:13])[C:14](=[O:15])[O:16][CH3:17])[cH:18][cH:19]1.